From a dataset of the Open Reaction Database (ORD), a public repository of structured organic reaction records. describe an organic reaction: reactants, conditions, products, and yield The reactants are CCOC(C)=O, CC(C)=Cc1cccc2c1C(=O)C(=O)N2. Product: CC(C)Cc1cccc2c1C(=O)C(=O)N2. RXN SMILES: [CH3:16][CH2:17][O:18][C:19]([CH3:20])=[O:21].[CH3:1][C:2](=[CH:3][c:4]1[c:5]2[c:9]([cH:10][cH:11][cH:12]1)[NH:8][C:7](=[O:13])[C:6]2=[O:14])[CH3:15]>>[CH3:1][CH:2]([CH2:3][c:4]1[c:5]2[c:9]([cH:10][cH:11][cH:12]1)[NH:8][C:7](=[O:13])[C:6]2=[O:14])[CH3:15]. Starting materials: COC(=O)c1c(CSC)[n+]([O-])c2ccccc2[n+]1[O-], CCOCC, ClC(Cl)Cl, O=C(OO)c1cccc(Cl)c1. Yields the product COC(=O)c1c(CS(C)=O)[n+]([O-])c2ccccc2[n+]1[O-]. Reaction SMILES: [CH3:12][S:13][CH2:14][c:15]1[n+:16]([O-:30])[c:17]2[cH:18][cH:19][cH:20][cH:21][c:22]2[n+:23]([O-:29])[c:24]1[C:25](=[O:26])[O:27][CH3:28].[CH3:31][CH2:32][O:33][CH2:34][CH3:35].[CH:36]([Cl:37])([Cl:38])[Cl:39].[Cl:1][c:2]1[cH:3][cH:4][cH:5][c:6]([C:7]([O:8][OH:10])=[O:9])[cH:11]1>>[O:9]=[S:13]([CH3:12])[CH2:14][c:15]1[n+:16]([O-:30])[c:17]2[cH:18][cH:19][cH:20][cH:21][c:22]2[n+:23]([O-:29])[c:24]1[C:25](=[O:26])[O:27][CH3:28]. Starting materials: C(C)SCN1C(C(=CC2=CC=CN=C12)C(=O)OC)=O (methyl 1-(ethylthiomethyl)-2-oxo-1,2-dihydro-1,8-naphthyridine-3-carboxylate), Cl (hydrochloric acid). Run in O1CCOCC1 (1,4-dioxane). Run at temperature 50 celsius, time 3 hour. Product: C(C)SCN1C(C(=CC2=CC=CN=C12)C(=O)O)=O (1-(ethylthiomethyl)-2-oxo-1,2-dihydro-1,8-naphthyridine-3-carboxylic acid), crystals. Isolated yield 82.0%. Reaction SMILES: [CH2:1]([S:3][CH2:4][N:5]1[C:14]2[C:9](=[CH:10][CH:11]=[CH:12][N:13]=2)[CH:8]=[C:7]([C:15]([O:17]C)=[O:16])[C:6]1=[O:19])[CH3:2].Cl>O1CCOCC1>[CH2:1]([S:3][CH2:4][N:5]1[C:14]2[C:9](=[CH:10][CH:11]=[CH:12][N:13]=2)[CH:8]=[C:7]([C:15]([OH:17])=[O:16])[C:6]1=[O:19])[CH3:2]. Procedure details: 2.81 g (10.1 mmol) of methyl 1-(ethylthiomethyl)-2-oxo-1,2-dihydro-1,8-naphthyridine-3-carboxylate was dissolved in 1,4-dioxane (70 mL), and 6 N hydrochloric acid (20 mL) was added thereto at room temperature. The resulting mixture was stirred for 3 hours at 50° C. The solvent of the reaction mixture was distilled off under reduced pressure, and the residue thus obtained was washed sequentially with water and diisopropyl ether. Thus, 2.20 g of the title compound was obtained as pale yellow cryst... The solvent is CO (MeOH), O (water), CO (MeOH). Procedure details: The clear solution of 2-Chloro-5-phenylnicotinaldehyde (10 mmol, 2.17 g) and imidazole (10 mmol) in 50 ml. of MeOH was slowly charged with 50 ml. of deionized water. To a stirred homogeneous reaction mixture was added 2-cyclopenten-1-one (10.2 mmol., 0.88 g) at room temperature and reaction progress was monitored by TLC. Upon completion of the reaction, excess MeOH was removed under reduced pressure, washed with water and extracted with CHCl3 thrice. Combined organic layers were washed with brin... The yield is 95.0%. As a reaction SMILES: [Cl:1][C:2]1[N:9]=[CH:8][C:7]([C:10]2[CH:15]=[CH:14][CH:13]=[CH:12][CH:11]=2)=[CH:6][C:3]=1[CH:4]=[O:5].N1C=CN=C1.[C:21]1(=[O:26])[CH2:25][CH2:24][CH:23]=[CH:22]1>CO.O>[Cl:1][C:2]1[C:3]([CH:4]([OH:5])[C:22]2[C:21](=[O:26])[CH2:25][CH2:24][CH:23]=2)=[CH:6][C:7]([C:10]2[CH:11]=[CH:12][CH:13]=[CH:14][CH:15]=2)=[CH:8][N:9]=1. The reactants are ClC1=C(C=O)C=C(C=N1)C1=CC=CC=C1 (2-Chloro-5-phenylnicotinaldehyde), N1C=NC=C1 (imidazole), C1(C=CCC1)=O (2-cyclopenten-1-one). Product: ClC1=NC=C(C=C1C(C=1C(CCC1)=O)O)C1=CC=CC=C1 (2-[(2-Chloro-5-phenyl pyridine-3-yl)(hydroxy)methyl]cyclopent-2-en-1-one). The reactants are 4-hydroxy-acetophenone, n-tetrabutylammonium, [OH-].[Na+] (sodium hydroxide), C1=CC=CC=C1 (benzene), C1(=CC=C(C=C1)S(=O)(=O)OCCCl)C (2-chloroethyl p-toluene sulfonate), C(C)#N (acetonitrile). Yields the product ClCCOC1=CC=C(C=C1)C(C)=O (1-[4-(2-chloroethoxy)-phenyl]-ethanone). As a reaction SMILES: [OH-:1].[Na+].[CH:3]1[CH:8]=[CH:7][CH:6]=[CH:5][CH:4]=1.C1(C)C=CC(S([O:18][CH2:19][CH2:20][Cl:21])(=O)=O)=CC=1.[C:23](#N)[CH3:24]>>[Cl:21][CH2:20][CH2:19][O:18][C:3]1[CH:8]=[CH:7][C:6]([C:23](=[O:1])[CH3:24])=[CH:5][CH:4]=1 |f:0.1|. Procedure: A mixture of 100 mg of 4-hydroxy-acetophenone, 96 mg of n-tetrabutylammonium acid sulfate, 1.5 ml of 50% sodium hydroxide solution, 3 ml of benzene, 1.5 ml of acetonitrile and 0.2 ml of 2-chloroethyl p-toluene sulfonate was refluxed for 18 hours under an inert atmosphere and the decanted phase was extracted with benzene. The organic phase was washed with water, dried over a deshydrant and evaporated to dryness under reduced pressure. The residue was chromatographed over silica and eluted with di... Starting materials: C(C)C=1C(NC=2C(C=CC(C2C1)=O)=O)=O (3-ethyl-1H-quinoline-2,5,8-trione), CN(N=CC(=C)C)C (2-methylpropenal dimethylhydrazone). The solvent is C(Cl)(Cl)Cl (chloroform). Run at time 5 minute. Product: C(C)C=1C(NC=2C(C3=NC=C(C=C3C(C2C1)=O)C)=O)=O (3-ethyl-6-methyl-1H-1,8-diazaanthracene-2,9,10-trione). Isolated yield 45.2%. Reaction SMILES: [CH2:1]([C:3]1[C:4](=[O:15])[NH:5][C:6]2[C:7](=[O:14])[CH:8]=[CH:9][C:10](=[O:13])[C:11]=2[CH:12]=1)[CH3:2].CN(C)[N:18]=[CH:19][C:20]([CH3:22])=[CH2:21]>C(Cl)(Cl)Cl>[CH2:1]([C:3]1[C:4](=[O:15])[NH:5][C:6]2[C:7](=[O:14])[C:8]3[C:9]([C:10](=[O:13])[C:11]=2[CH:12]=1)=[CH:21][C:20]([CH3:22])=[CH:19][N:18]=3)[CH3:2]. Procedure: A suspension of 3-ethyl-1H-quinoline-2,5,8-trione (200 mg, 0.99 mmol) in chloroform (40 ml) is treated with 145 mg (1.3 mmol) of 2-methylpropenal dimethylhydrazone. The reaction was stirred at room temperature for 5 minutes and evaporated, and the residue was chromatographed on silica gel, eluting with ethyl acetate, to yield 120 mg (45%) of 7. Starting materials: O=C([O-])[O-], CC(=O)O, O=[N+]([O-])c1ccc(C(F)(F)F)c(OCc2ccccc2)c1, CCO, [Fe], [Na+], [Na+], O. Product: Nc1ccc(C(F)(F)F)c(OCc2ccccc2)c1. As a reaction SMILES: [C:22](=[O:23])([O-:24])[O-:25].[C:31]([OH:32])(=[O:33])[CH3:34].[CH2:1]([c:2]1[cH:3][cH:4][cH:5][cH:6][cH:7]1)[O:8][c:9]1[c:10]([C:18]([F:19])([F:20])[F:21])[cH:11][cH:12][c:13]([N+:15]([O-:16])=[O:17])[cH:14]1.[CH3:28][CH2:29][OH:30].[Fe:36].[Na+:26].[Na+:27].[OH2:35]>>[CH2:1]([c:2]1[cH:3][cH:4][cH:5][cH:6][cH:7]1)[O:8][c:9]1[c:10]([C:18]([F:19])([F:20])[F:21])[cH:11][cH:12][c:13]([NH2:15])[cH:14]1.